Dataset: the Open Reaction Database (ORD), a public repository of structured organic reaction records. Task: describe an organic reaction: reactants, conditions, products, and yield The reactants are solution, C(CCC)[Li] (n-butyl lithium), hexanes, triethylphosphonoacetate, IC1=CC=C(C=O)C=C1 (4-iodo-benzaldehyde), C(C)(=O)OCC (ethyl acetate). Run in CCCCCC (hexane), O1CCCC1 (tetrahydrofuran), O1CCCC1 (tetrahydrofuran). Conditions: temperature 0 celsius, time 10 minute. Yields the product C(C)OC(C=CC1=CC=C(C=C1)I)=O (Ethyl-4-iodo-cinnamate). The yield is 69.0%. Reaction SMILES: C([Li])CCC.[I:6][C:7]1[CH:14]=[CH:13][C:10]([CH:11]=O)=[CH:9][CH:8]=1.[C:15]([O:18][CH2:19][CH3:20])(=[O:17])[CH3:16]>O1CCCC1.CCCCCC>[CH2:19]([O:18][C:15](=[O:17])[CH:16]=[CH:11][C:10]1[CH:13]=[CH:14][C:7]([I:6])=[CH:8][CH:9]=1)[CH3:20]. Procedure: A stirred, cooled (−78° C.) solution of triethylphosphonoacetate (11.1 mL, 56 mmol) in anhydrous tetrahydrofuran (100 mL) was treated with a 1.6M solution of n-butyl lithium in hexanes (27 mL, 43.75 mmol). After 10 min, the reaction mixture was cannulated into a cooled (−78° C.) solution of 4-iodo-benzaldehyde (6.5 g, 28 mmol) in tetrahydrofuran (20 mL). The reaction mixture was allowed to warm to 0° C. over 1 h. It was quenched with saturated aqueous ammonium chloride solution and extracted wit... The reactants are OCCC(O)CCl, Cc1ccc(S(=O)(=O)Cl)cc1, Cc1cccc(C)n1. Yields the product Cc1ccc(S(=O)(=O)OCCC(O)CCl)cc1. As a reaction SMILES: [Cl:1][CH2:2][CH:3]([CH2:4][CH2:5][OH:6])[OH:7].[c:8]1([CH3:18])[cH:9][cH:10][c:11]([S:14](=[O:15])(=[O:16])[Cl:17])[cH:12][cH:13]1.[n:19]1[c:20]([CH3:21])[cH:22][cH:23][cH:24][c:25]1[CH3:26]>>[Cl:1][CH2:2][CH:3]([CH2:4][CH2:5][O:6][S:14]([c:11]1[cH:10][cH:9][c:8]([CH3:18])[cH:13][cH:12]1)(=[O:15])=[O:16])[OH:7]. Starting materials: O=C1Cc2cc3c(cc2C(c2ccc([N+](=O)[O-])cc2)=NN1)OCO3, CCO, Cl, NN, O. Yields the product Nc1ccc(C2=NNC(=O)Cc3cc4c(cc32)OCO4)cc1. As a reaction SMILES: [CH2:1]1[O:2][c:3]2[c:4]([cH:5][c:6]3[c:7]([cH:23]2)[CH2:8][C:9](=[O:22])[NH:10][N:11]=[C:12]3[c:13]2[cH:14][cH:15][c:16]([N+:19]([O-:20])=[O:21])[cH:17][cH:18]2)[O:24]1.[CH3:29][CH2:30][OH:31].[ClH:28].[NH2:26][NH2:27].[OH2:25]>>[CH2:1]1[O:2][c:3]2[c:4]([cH:5][c:6]3[c:7]([cH:23]2)[CH2:8][C:9](=[O:22])[NH:10][N:11]=[C:12]3[c:13]2[cH:14][cH:15][c:16]([NH2:19])[cH:17][cH:18]2)[O:24]1. Reactants: CCNCC, CCNCC, Cc1ccccc1, COc1ccccc1C(=O)Cl, Cl, O. RXN SMILES: [CH2:18]([NH:19][CH2:20][CH3:21])[CH3:22].[CH2:1]([CH3:2])[NH:3][CH2:4][CH3:5].[CH3:24][c:25]1[cH:26][cH:27][cH:28][cH:29][cH:30]1.[CH3:6][O:7][c:8]1[c:9]([C:10](=[O:11])[Cl:12])[cH:13][cH:14][cH:15][cH:16]1.[ClH:17].[OH2:23]>>[CH2:1]([CH3:2])[N:3]([CH2:4][CH3:5])[C:10]([c:9]1[c:8]([O:7][CH3:6])[cH:16][cH:15][cH:14][cH:13]1)=[O:11]. Product: CCN(CC)C(=O)c1ccccc1OC.